This data is from the Open Reaction Database (ORD), a public repository of structured organic reaction records. The task is: describe an organic reaction: reactants, conditions, products, and yield Starting materials: C(C)(C)(C)OC(C1=CC=C(C=C1)C(=O)NC(CC(=O)NC1=CC=C(C=C1)NC(=O)NC1=C(C=CC=C1)C)C1=CC(=C(C=C1)OC)OC)=O (tert-Butyl-4-{[(1-(3,4-dimethoxyphenyl)-3-{[4-({[(2-methylphenyl)amino]carbonyl}amino) phenyl]amino}-3-oxopropyl)amino]carbonyl}benzoate), C(=O)(C(F)(F)F)O (TFA). The solvent is C(Cl)Cl (DCM). Run at time 24 hour. The product is COC=1C=C(C=CC1OC)C(CC(=O)NC1=CC=C(C=C1)NC(=O)NC1=C(C=CC=C1)C)NC(=O)C1=CC=C(C(=O)O)C=C1 (4-{[(1-(3,4-Dimethoxyphenyl)-3-{[4-({[(2-methylphenyl)amino]carbonyl}amino)phenyl]amino}-3-oxopropyl)amino]carbonyl}benzoic acid). As a reaction SMILES: C([O:5][C:6](=[O:48])[C:7]1[CH:12]=[CH:11][C:10]([C:13]([NH:15][CH:16]([C:38]2[CH:43]=[CH:42][C:41]([O:44][CH3:45])=[C:40]([O:46][CH3:47])[CH:39]=2)[CH2:17][C:18]([NH:20][C:21]2[CH:26]=[CH:25][C:24]([NH:27][C:28]([NH:30][C:31]3[CH:36]=[CH:35][CH:34]=[CH:33][C:32]=3[CH3:37])=[O:29])=[CH:23][CH:22]=2)=[O:19])=[O:14])=[CH:9][CH:8]=1)(C)(C)C.C(O)(C(F)(F)F)=O>C(Cl)Cl>[CH3:47][O:46][C:40]1[CH:39]=[C:38]([CH:16]([NH:15][C:13]([C:10]2[CH:9]=[CH:8][C:7]([C:6]([OH:48])=[O:5])=[CH:12][CH:11]=2)=[O:14])[CH2:17][C:18]([NH:20][C:21]2[CH:22]=[CH:23][C:24]([NH:27][C:28]([NH:30][C:31]3[CH:36]=[CH:35][CH:34]=[CH:33][C:32]=3[CH3:37])=[O:29])=[CH:25][CH:26]=2)=[O:19])[CH:43]=[CH:42][C:41]=1[O:44][CH3:45]. Reported procedure: tert-Butyl-4-{[(1-(3,4-dimethoxyphenyl)-3-{[4-({[(2-methylphenyl)amino]carbonyl}amino) phenyl]amino}-3-oxopropyl)amino]carbonyl}benzoate (30 mg, 0.05 mmol) was dissolved in DCM (10 mL) and TFA (0.18 mL, 2.30 mmol) was added at 0° C. and the reaction mixture was stirred at r.t. for 24 h. The solvent was removed in vacuum and the product was isolated (25 mg, 91%). M.p. 166° C. ESI-MS: 598[M+H]+.